This data is from the Open Reaction Database (ORD), a public repository of structured organic reaction records. The task is: describe an organic reaction: reactants, conditions, products, and yield Reactants: S1C=C(C=C1)C(=O)O (3-thiophene carboxylic acid), C(=O)([O-])[O-].[K+].[K+] (K2CO3), CN(C)C=O (DMF), ClCN1S(=O)(=O)C2=CC(=CC(=C2C1=O)C(C)C)OC (2-Chloromethyl-4-isopropyl-6-methoxy-saccharin). Run in O (Water). Conditions: time 1 hour. Product: S1C=C(C=C1)C(=O)OCN1S(=O)(=O)C2=CC(=CC(=C2C1=O)C(C)C)OC (4-isopropyl-6-methoxy-2-saccharinylmethyl thiophene-3-carboxylate). The yield is 63.2%. RXN SMILES: [S:1]1[CH:5]=[CH:4][C:3]([C:6]([OH:8])=[O:7])=[CH:2]1.C([O-])([O-])=O.[K+].[K+].CN(C=O)C.Cl[CH2:21][N:22]1[C:32](=[O:33])[C:31]2[C:26](=[CH:27][C:28]([O:37][CH3:38])=[CH:29][C:30]=2[CH:34]([CH3:36])[CH3:35])[S:23]1(=[O:25])=[O:24]>O>[S:1]1[CH:5]=[CH:4][C:3]([C:6]([O:8][CH2:21][N:22]2[C:32](=[O:33])[C:31]3[C:26](=[CH:27][C:28]([O:37][CH3:38])=[CH:29][C:30]=3[CH:34]([CH3:36])[CH3:35])[S:23]2(=[O:24])=[O:25])=[O:7])=[CH:2]1 |f:1.2.3|. Procedure details: A mixture of 3-thiophene carboxylic acid (0.26 g, 2.0 mmol), K2CO3 (0.28 g, 2.0 mmol) and DMF (4 ml) was stirred for 1 hour. 2-Chloromethyl-4-isopropyl-6-methoxy-saccharin (0.61 g, 2.0 mmol) was then added and the mixture was stirred for 24 hours. Water (20 ml) was added to the reaction mixture and the solution was extracted with ether (2×40 ml). The organic layer was separated, washed with water, then brine and was dried over anhydrous Na2SO4. The solvent was removed in vacuo and the solid resi... Starting materials: Cl (hydrochloric acid), COC1=C2CCC(CC2=CC=C1)=O (5-methoxy-1,2,3,4-tetrahydronaphthalen-2-one), C(C)(=O)[O-].[NH4+] (ammonium acetate), C(#N)[BH3-].[Na+] (sodium cyanoborohydride). Solvent: CO (methanol), ClCCCl (1,2-dichloroethane). Run at time 2 day. Product: NC1CC2=CC=CC(=C2CC1)OC (2-Amino-5-methoxy-1,2,3,4-tetrahydronaphthalene). RXN SMILES: [CH3:1][O:2][C:3]1[CH:12]=[CH:11][CH:10]=[C:9]2[C:4]=1[CH2:5][CH2:6][C:7](=O)[CH2:8]2.C([O-])(=O)C.[NH4+].C([BH3-])#[N:20].[Na+].Cl>CO.ClCCCl>[NH2:20][CH:7]1[CH2:6][CH2:5][C:4]2[C:9](=[CH:10][CH:11]=[CH:12][C:3]=2[O:2][CH3:1])[CH2:8]1 |f:1.2,3.4|. Procedure details: First, 5-methoxy-1,2,3,4-tetrahydronaphthalen-2-one (17.6 g, 0.1 mol) is dissolved in methanol (800 ml) and 1,2-dichloroethane (200 ml), then it is mixed with ammonium acetate (77 g) and sodium cyanoborohydride (5.4 g) and stirred for 2 days at laboratory temperature. The reaction mixture is adjusted to pH 2 with concentrated hydrochloric acid and the solvent is distilled off in vacuo. The residue is dissolved in ethyl acetate/water. The aqueous phase is separated off, made alkaline with 50% sod... Starting materials: C(C)(=O)OC(C1=C(C=CC=C1)OC)C1=CC=C(C=C1)C=1OCC(N1)(C)C (1-[4-(4,4-dimethyloxazolin-2-yl)phenyl]-1-(2-methoxyphenyl)methyl acetate), C(=O)[O-].[NH4+] (ammonium formate). Reagents/catalysts: [Pd] (palladium/carbon). Solvent: CO (methanol). Conditions: temperature 60 celsius, time 2 hour. The product is CC1(N=C(OC1)C1=CC=C(CC2=C(C=CC=C2)OC)C=C1)C (2-[4-(4,4-Dimethyloxazolin-2-yl)benzyl]anisole). The yield is 73.3%. Reaction SMILES: C(O[CH:5]([C:14]1[CH:19]=[CH:18][C:17]([C:20]2[O:21][CH2:22][C:23]([CH3:26])([CH3:25])[N:24]=2)=[CH:16][CH:15]=1)[C:6]1[CH:11]=[CH:10][CH:9]=[CH:8][C:7]=1[O:12][CH3:13])(=O)C.C([O-])=O.[NH4+]>CO.[Pd]>[CH3:25][C:23]1([CH3:26])[CH2:22][O:21][C:20]([C:17]2[CH:18]=[CH:19][C:14]([CH2:5][C:6]3[CH:11]=[CH:10][CH:9]=[CH:8][C:7]=3[O:12][CH3:13])=[CH:15][CH:16]=2)=[N:24]1 |f:1.2|. Reported procedure: In an amount of 23.5 mg of the 1-[4-(4,4-dimethyloxazolin-2-yl)phenyl]-1-(2-methoxyphenyl)methyl acetate obtained above was dissolved in methanol (0.47 ml), added with 10% palladium/carbon (24 mg) and ammonium formate (42 mg) under argon atmosphere and stirred at 60° C. for 2 hours. After insoluble matters were removed by filtration, the solvent was evaporated under reduced pressure. The residue was purified by preparative thin layer silica gel column chromatography (developing solvent: hexane:e... The reactants are BrC1=C(C=CC=C1)C(C(C1=CC=CC=C1)(F)F)(F)F (2-bromo-α,α,α',α'-tetrafluorobibenzyl), cuprous cyanide, N1=CC=CC2=CC=CC=C12 (quinoline). Solvent: CN(C=O)C (dimethylformamide). The product is FC(C(C1=CC=CC=C1)(F)F)(F)C1=C(C#N)C=CC=C1 (2-(α,α,β,β-Tetrafluorophenethyl)benzonitrile). As a reaction SMILES: Br[C:2]1[CH:7]=[CH:6][CH:5]=[CH:4][C:3]=1[C:8]([F:19])([F:18])[C:9]([F:17])([F:16])[C:10]1[CH:15]=[CH:14][CH:13]=[CH:12][CH:11]=1.[N:20]1C2C(=CC=CC=2)C=C[CH:21]=1>CN(C)C=O>[F:18][C:8]([C:3]1[CH:4]=[CH:5][CH:6]=[CH:7][C:2]=1[C:21]#[N:20])([F:19])[C:9]([F:17])([F:16])[C:10]1[CH:15]=[CH:14][CH:13]=[CH:12][CH:11]=1. Reported procedure: A mixture of 3.33 g. (0.01 mole) of 2-bromo-α,α,α',α'-tetrafluorobibenzyl, 2.70 g. of cuprous cyanide, 30 ml. of dry quinoline, and 3 ml. of dry dimethylformamide are stirred and heated to refluxing for about 30 hours. After cooling and dilution with ether, the precipitate is removed by filtration and washed with ether. Solvents are evaporated from the filtrate under reduced pressure leaving the product as an oily brown solid. Purification is effected by column chromatography on 150 g. of silica... The reactants are OC1=NN2C(C=N1)=C(C=C2C2=C(C=CC=C2)N(S(=O)(=O)C)C)C (N-[2-(2-Hydroxy-5-methyl-pyrrolo[2,1-f][1,2,4]triazin-7-yl)-phenyl]-N-methyl-methanesulfonamide), C(C)(C)N(C(C)C)CC (N,N-Diisopropylethylamine), C1=CC=C(C=C1)N(S(=O)(=O)C(F)(F)F)S(=O)(=O)C(F)(F)F (N-Phenylbis(trifluoromethanesulphonimide)), NC1=C(C=C(C=C1)C1CCN(CC1)CC(=O)N)OC (2-[4-(4-Amino-3-methoxy-phenyl)-piperidin-1-yl]-acetamide). Run in CN(C=O)C (N,N-Dimethylformamide). Conditions: time 30 minute. Yields the product CS(=O)(=O)N(C1=C(C=CC=C1)C1=CC(=C2C=NC(=NN21)NC2=C(C=C(C=C2)C2CCN(CC2)CC(=O)N)OC)C)C (2-[4-(4-{7-[2-(Methanesulfonyl-methyl-amino)-phenyl]-5-methyl-pyrrolo[2,1-f][1,2,4]triazin-2-ylamino}-3-methoxy-phenyl)-piperidin-1-yl]-acetamide). RXN SMILES: O[C:2]1[N:7]=[CH:6][C:5]2=[C:8]([CH3:23])[CH:9]=[C:10]([C:11]3[CH:16]=[CH:15][CH:14]=[CH:13][C:12]=3[N:17]([CH3:22])[S:18]([CH3:21])(=[O:20])=[O:19])[N:4]2[N:3]=1.C(N(CC)C(C)C)(C)C.C1C=CC(N(S(C(F)(F)F)(=O)=O)S(C(F)(F)F)(=O)=O)=CC=1.[NH2:54][C:55]1[CH:60]=[CH:59][C:58]([CH:61]2[CH2:66][CH2:65][N:64]([CH2:67][C:68]([NH2:70])=[O:69])[CH2:63][CH2:62]2)=[CH:57][C:56]=1[O:71][CH3:72]>CN(C)C=O>[CH3:21][S:18]([N:17]([CH3:22])[C:12]1[CH:13]=[CH:14][CH:15]=[CH:16][C:11]=1[C:10]1[N:4]2[C:5]([CH:6]=[N:7][C:2]([NH:54][C:55]3[CH:60]=[CH:59][C:58]([CH:61]4[CH2:66][CH2:65][N:64]([CH2:67][C:68]([NH2:70])=[O:69])[CH2:63][CH2:62]4)=[CH:57][C:56]=3[O:71][CH3:72])=[N:3]2)=[C:8]([CH3:23])[CH:9]=1)(=[O:20])=[O:19]. Procedure details: Into an 8-dram vial, N-[2-(2-Hydroxy-5-methyl-pyrrolo[2,1-f][1,2,4]triazin-7-yl)-phenyl]-N-methyl-methanesulfonamide (87 mg, 0.26 mmol), N,N-Dimethylformamide (0.948 mL), N,N-Diisopropylethylamine (0.100 mL, 0.576 mmol), and N-Phenylbis(trifluoromethanesulphonimide) (0.112 g, 0.314 mmol) were added. The reaction was stirred at room temperature for 30 minutes. 2-[4-(4-Amino-3-methoxy-phenyl)-piperidin-1-yl]-acetamide (0.152 g, 0.576 mmol) was then added. The reaction mixture was heated at 120° C.... Reactants: [BH4-], CC12C=CC(=O)C=C1CCC1C2CCC2(C)C(=C(C#N)C(=O)O)CCC12, CO, [Na+]. Yields the product CC12C=CC(=O)C=C1CCC1C2CCC2(C)C(C(C#N)C(=O)O)CCC12. RXN SMILES: [BH4-:27].[C:1](#[N:2])[C:3]([C:4](=[O:5])[OH:6])=[C:7]1[CH2:8][CH2:9][CH:10]2[CH:11]3[CH2:12][CH2:13][C:14]4=[CH:15][C:16](=[O:26])[CH:17]=[CH:18][C:19]4([CH3:20])[CH:21]3[CH2:22][CH2:23][C:24]12[CH3:25].[CH3:29][OH:30].[Na+:28]>>[C:1](#[N:2])[CH:3]([C:4](=[O:5])[OH:6])[CH:7]1[CH2:8][CH2:9][CH:10]2[CH:11]3[CH2:12][CH2:13][C:14]4=[CH:15][C:16](=[O:26])[CH:17]=[CH:18][C:19]4([CH3:20])[CH:21]3[CH2:22][CH2:23][C:24]12[CH3:25].